Task: describe an organic reaction: reactants, conditions, products, and yield. Dataset: the Open Reaction Database (ORD), a public repository of structured organic reaction records The reactants are C1CCC2=NCCCN2CC1 (DBU), C(C)OC(CS)=O (ethyl-2-mercaptoacetate), FC1=C(C=O)C=CC(=C1)C(F)(F)F (2-fluoro4-(trifluoromethyl)benzaldehyde). Solvent: C1CCOC1 (THF), C1CCOC1 (THF), [NH4+].[Cl-] (NH4Cl), CCOC(=O)C (EtOAc). Run at temperature 0 celsius, time 20 minute. Product: FC(C1=CC2=C(C=C(S2)C(=O)OCC)C=C1)(F)F (Ethyl 6-(trifluoromethyl)-1-benzothiophene-2-carboxylate). As a reaction SMILES: C1CCN2C(=NCCC2)CC1.[CH2:12]([O:14][C:15](=[O:18])[CH2:16][SH:17])[CH3:13].F[C:20]1[CH:27]=[C:26]([C:28]([F:31])([F:30])[F:29])[CH:25]=[CH:24][C:21]=1[CH:22]=O>C1COCC1.[NH4+].[Cl-].CCOC(C)=O>[F:29][C:28]([F:30])([F:31])[C:26]1[CH:27]=[CH:20][C:21]2[CH:22]=[C:16]([C:15]([O:14][CH2:12][CH3:13])=[O:18])[S:17][C:24]=2[CH:25]=1 |f:4.5|. Procedure: To a solution of DBU (1,8-diazabicyclo[5.4.0]undec-7-ene, 5 equiv) in THF (1 M) at 0° C. was added a solution of ethyl-2-mercaptoacetate (1.15 equiv) and the reaction stirred at 0° C. for 20 min. A solution of 2-fluoro4-(trifluoromethyl)benzaldehyde (1 equiv) in THF (2 M) was added and the reaction was stirred for an additional 2 h at 0° C. The reaction was diluted with half-saturated NH4Cl and EtOAc. The organic layer was washed with brine and dried over magnesium sulfate. The volatiles were re... Starting materials: C(C(C)C)N (isobutylamine), C1(C=2C(C(=O)O1)=CC=CC2)=O (phthalic anhydride). Run in C1(=CC=CC=C1)C (toluene), C1(=CC=CC=C1)C (toluene). Conditions: temperature 60 celsius, time 2 hour. Yields the product C(C(C)C)N1C(C=2C(C1=O)=CC=CC2)=O (N-isobutylphthalimide). As a reaction SMILES: [CH2:1]([NH2:5])[CH:2]([CH3:4])[CH3:3].[C:6]1(=O)[O:11][C:9](=[O:10])[C:8]2=[CH:12][CH:13]=[CH:14][CH:15]=[C:7]12>C1(C)C=CC=CC=1>[CH2:1]([N:5]1[C:9](=[O:10])[C:8]2=[CH:12][CH:13]=[CH:14][CH:15]=[C:7]2[C:6]1=[O:11])[CH:2]([CH3:4])[CH3:3]. Reported procedure: A solution of 3.2 cm3 of isobutylamine in 3 cm3 of toluene is added to a suspension of 5.2 g of phthalic anhydride in 50 cm3 of toluene, with stirring. The reaction mixture is heated at a temperature in the region of 60° C. for 1 hour, and then at a temperature in the region of 100° C. for 2 hours. Dean-Stark apparatus is then installed on the reactor and the reaction mixture is heated at a temperature in the region of 130° C. for 2 hours, after which it is cooled to a temperature in the region ... Starting materials: BrC=1C=C2C(=C(C=NC2=CC1)C(=O)C1CC1)N1CCC(CC1)N1CCN(CC1)C ({6-bromo-4-[4-(4-methylpiperazin-1-yl)piperidin-1-yl]quinolin-3-yl}(cyclopropyl)methanone), ClC1=C(C(=CC(=C1)B1OC(C(O1)(C)C)(C)C)OC)O (2-chloro-6-methoxy-4-(4,4,5,5-tetramethyl-1,3,2-dioxaborolan-2-yl)phenol). The product is ClC=1C=C(C=C(C1O)OC)C=1C=C2C(=C(C=NC2=CC1)C(=O)C1CC1)N1CCC(CC1)N1CCN(CC1)C ({6-(3-Chloro-4-hydroxy-5-methoxyphenyl)-4-[4-(4-methylpiperazin-1-yl)piperidin-1-yl]quinolin-3-yl}(cyclopropyl)methanone). Yield: 48.0%. As a reaction SMILES: Br[C:2]1[CH:3]=[C:4]2[C:9](=[CH:10][CH:11]=1)[N:8]=[CH:7][C:6]([C:12]([CH:14]1[CH2:16][CH2:15]1)=[O:13])=[C:5]2[N:17]1[CH2:22][CH2:21][CH:20]([N:23]2[CH2:28][CH2:27][N:26]([CH3:29])[CH2:25][CH2:24]2)[CH2:19][CH2:18]1.[Cl:30][C:31]1[CH:36]=[C:35](B2OC(C)(C)C(C)(C)O2)[CH:34]=[C:33]([O:46][CH3:47])[C:32]=1[OH:48]>>[Cl:30][C:31]1[CH:36]=[C:35]([C:2]2[CH:3]=[C:4]3[C:9](=[CH:10][CH:11]=2)[N:8]=[CH:7][C:6]([C:12]([CH:14]2[CH2:15][CH2:16]2)=[O:13])=[C:5]3[N:17]2[CH2:18][CH2:19][CH:20]([N:23]3[CH2:24][CH2:25][N:26]([CH3:29])[CH2:27][CH2:28]3)[CH2:21][CH2:22]2)[CH:34]=[C:33]([O:46][CH3:47])[C:32]=1[OH:48]. Procedure details: Following general procedure D, {6-bromo-4-[4-(4-methylpiperazin-1-yl)piperidin-1-yl]quinolin-3-yl}(cyclopropyl)methanone (102 mg, 0.225 mmol was reacted with 2-chloro-6-methoxy-4-(4,4,5,5-tetramethyl-1,3,2-dioxaborolan-2-yl)phenol (42 mg, 0.150 mmol) to afford the desired product (16.8 mg, 48%) as an orange-brown solid: 1H NMR (500 MHz, CD3OD) δ 8.76 (2, 1H), 8.30 (d, J=1.4 Hz, 1H), 8.08-8.00 (m, 2H), 7.33 (d, 0.1=2.1 Hz, 1H), 7.26 (d, J=2.0 Hz, 1H), 4.00 (s, 3H), 3.57 (d, J=12.9 Hz, 2H), 3.34 (... As a reaction SMILES: [CH2:1]([C:3]1[CH:8]=[C:7]([C:9]2[N:13]=[C:12]([C:14]3[CH:19]=[C:18]([CH3:20])[N:17]=[C:16]([CH2:21][CH3:22])[CH:15]=3)[O:11][N:10]=2)[CH:6]=[C:5]([CH3:23])[C:4]=1[OH:24])[CH3:2].[CH2:25]([C@@H:27]1[O:29][CH2:28]1)Cl>[OH-].[Na+].C(O)(C)C.CC(=O)OCC>[CH2:21]([C:16]1[CH:15]=[C:14]([C:12]2[O:11][N:10]=[C:9]([C:7]3[CH:6]=[C:5]([CH3:23])[C:4]([O:24][CH2:25][C@@H:27]4[CH2:28][O:29]4)=[C:3]([CH2:1][CH3:2])[CH:8]=3)[N:13]=2)[CH:19]=[C:18]([CH3:20])[N:17]=1)[CH3:22] |f:2.3|. Procedure details: To a solution of 2-ethyl-4-[5-(2-ethyl-6-methyl-pyridin-4-yl)-[1,2,4]oxadiazol-3-yl]-6-methyl-phenol (89 mg, 0.276 mmol) in 3 N aq. NaOH (1 mL) and isopropanol (4 mL), (R)-epichlorohydrine (142 mg, 1.53 mmol) is added. The mixture is stirred at rt for 24 h before another portion of (R)-epichlorohydrine (142 mg; 1.53 mmol) is added. Stirring is continued for another 24 h at rt. The mixture is diluted with EA (50 mL) and washed with 1M aq. NaOH (10 mL) and brine (10 mL). The org. phase is dried ov... Run at time 24 hour. Product: C(C)C1=NC(=CC(=C1)C1=NC(=NO1)C1=CC(=C(C(=C1)C)OC[C@H]1OC1)CC)C ((S)-2-ethyl-4-[3-(3-ethyl-5-methyl-4-oxiranylmethoxy-phenyl)-[1,2,4]oxadiazol-5-yl]-6-methyl-pyridine). The solvent is [OH-].[Na+] (NaOH), C(C)(C)O (isopropanol), CC(OCC)=O (EA). Reactants: C(C)C1=C(C(=CC(=C1)C1=NOC(=N1)C1=CC(=NC(=C1)C)CC)C)O (2-ethyl-4-[5-(2-ethyl-6-methyl-pyridin-4-yl)-[1,2,4]oxadiazol-3-yl]-6-methyl-phenol), C(Cl)[C@H]1CO1 ((R)-epichlorohydrine), C(Cl)[C@H]1CO1 ((R)-epichlorohydrine).